This data is from the Open Reaction Database (ORD), a public repository of structured organic reaction records. The task is: describe an organic reaction: reactants, conditions, products, and yield Starting materials: C(C)(C)(C)OC(NC1(CCC1)C1=CC=C(C=C1)C1=NC=2N(C=C1C1=CC=CC=C1)N=C(N2)NC(C)=O)=O ({1-[4-(2-Acetylamino-6-phenyl-[1,2,4]triazolo[1,5-a]pyrimidin-5-yl)-phenyl]-cyclobutyl}-carbamic Acid Tert-butyl Ester), C(=O)(C(F)(F)F)O (TFA). The solvent is C(Cl)Cl (DCM). Conditions: time 3 hour. The product is NC1(CCC1)C1=CC=C(C=C1)C1=NC=2N(C=C1C1=CC=CC=C1)N=C(N2)NC(C)=O (N-{5-[4-(1-Amino-cyclobutyl)-phenyl]-6-phenyl-[1,2,4]triazolo[1,5-a]pyrimidin-2-yl}-acetamide). As a reaction SMILES: C(OC(=O)[NH:7][C:8]1([C:12]2[CH:17]=[CH:16][C:15]([C:18]3[C:23]([C:24]4[CH:29]=[CH:28][CH:27]=[CH:26][CH:25]=4)=[CH:22][N:21]4[N:30]=[C:31]([NH:33][C:34](=[O:36])[CH3:35])[N:32]=[C:20]4[N:19]=3)=[CH:14][CH:13]=2)[CH2:11][CH2:10][CH2:9]1)(C)(C)C.C(O)(C(F)(F)F)=O>C(Cl)Cl>[NH2:7][C:8]1([C:12]2[CH:13]=[CH:14][C:15]([C:18]3[C:23]([C:24]4[CH:29]=[CH:28][CH:27]=[CH:26][CH:25]=4)=[CH:22][N:21]4[N:30]=[C:31]([NH:33][C:34](=[O:36])[CH3:35])[N:32]=[C:20]4[N:19]=3)=[CH:16][CH:17]=2)[CH2:11][CH2:10][CH2:9]1. Reported procedure: To the solution of 6-3 (50 mg, 0.1 mmol) in 1 mL of DCM was added TFA (1 mL) and the mixture was stirred at room temperature for 3 h. The mixture was concentrated by evaporation and the residue was purified by prep.HPLC to give the product 6-4. Conditions: temperature -78 celsius, time 20 minute. Reaction SMILES: [C:1]([O:5][C:6]([N:8]1[CH2:13][CH2:12][CH:11]([NH:14][C:15]2[CH:20]=[CH:19][C:18]([C:21]#[N:22])=[CH:17][CH:16]=2)[CH2:10][CH2:9]1)=[O:7])([CH3:4])([CH3:3])[CH3:2].C[Si]([N-][Si](C)(C)C)(C)C.[K+].Br[CH2:34][C:35]1[CH:39]=[CH:38][S:37][CH:36]=1>C1COCC1>[C:1]([O:5][C:6]([N:8]1[CH2:9][CH2:10][CH:11]([N:14]([C:15]2[CH:20]=[CH:19][C:18]([C:21]#[N:22])=[CH:17][CH:16]=2)[CH2:34][C:35]2[CH:39]=[CH:38][S:37][CH:36]=2)[CH2:12][CH2:13]1)=[O:7])([CH3:4])([CH3:2])[CH3:3] |f:1.2|. Isolated yield 60.9%. The product is C(C)(C)(C)OC(=O)N1CCC(CC1)N(CC1=CSC=C1)C1=CC=C(C=C1)C#N (4-[(4-cyano-phenyl)-thiophen-3-ylmethyl-amino]-piperidine-1-carboxylic acid tert-butyl ester). Reported procedure: To a solution of 4-(4-cyano-phenylamino)-piperidine-1-carboxylic acid tert-butyl ester (see EXAMPLE 106) (1.17 g, 3.89 mmol) in THF (20 mL) cooled to −78° C. was added KHMDS (0.5M, 12.0 mL, 6.0 mmol) and the mixture was stirred at −78° C. for 20 minutes. The reaction was quenched with 3-(bromomethyl)thiophene (1.06 g, 5.99 mmol) and warmed to room temperature to afford 4-[(4-cyano-phenyl)-thiophen-3-ylmethyl-amino]-piperidine-1-carboxylic acid tert-butyl ester (941 mg, 61%) following work-up and... Run in C1CCOC1 (THF). Starting materials: C[Si](C)(C)[N-][Si](C)(C)C.[K+] (KHMDS), C(C)(C)(C)OC(=O)N1CCC(CC1)NC1=CC=C(C=C1)C#N (4-(4-cyano-phenylamino)-piperidine-1-carboxylic acid tert-butyl ester), BrCC1=CSC=C1 (3-(bromomethyl)thiophene). Starting materials: CC#CCO, [Cl-], CC1CCCC(C)N1c1cc(Cl)ncn1, [H-], [NH4+], [Na+], C1CCOC1. The product is CC#CCOc1cc(N2C(C)CCCC2C)ncn1. Reaction SMILES: [CH2:3]([C:4]#[C:5][CH3:6])[OH:7].[Cl-:23].[Cl:8][c:9]1[cH:10][c:11]([N:15]2[CH:16]([CH3:22])[CH2:17][CH2:18][CH2:19][CH:20]2[CH3:21])[n:12][cH:13][n:14]1.[H-:1].[NH4+:24].[Na+:2].[O:25]1[CH2:26][CH2:27][CH2:28][CH2:29]1>>[CH2:3]([C:4]#[C:5][CH3:6])[O:7][c:9]1[cH:10][c:11]([N:15]2[CH:16]([CH3:22])[CH2:17][CH2:18][CH2:19][CH:20]2[CH3:21])[n:12][cH:13][n:14]1. Procedure: At room temperature, 166 mg (0.5 mmol) of methyl 2-(aminosulfonyl)-4-[(2,2,2-trifluoroethlidene)hydrazino]-benzoate and 137.5 mg (0.5 mmol) of phenyl (4,6-dimethoxy-pyrimidin-2-yl)carbamate were dissolved in 1.5 ml of N,N-dimethylacetamide. Then, 86.1 mg of 1,8-diazabicyclo[5.4.0]undec-7-ene were added, followed by stirring for 5 minutes. The resultant mixture was allowed to stand for 15 hours. Thereafter, 0.2 ml of 35% hydrochloric acid was added to 20 ml of ice water, followed by the addition ... Reactants: NS(=O)(=O)C1=C(C(=O)OC)C=CC(=C1)NN=CC(F)(F)F (methyl 2-(aminosulfonyl)-4-[(2,2,2-trifluoroethlidene)hydrazino]-benzoate), COC1=NC(=NC(=C1)OC)NC(OC1=CC=CC=C1)=O (phenyl (4,6-dimethoxy-pyrimidin-2-yl)carbamate), Cl (hydrochloric acid), ice water, resultant mixture, N12CCCCCC2=NCCC1 (1,8-diazabicyclo[5.4.0]undec-7-ene). The solvent is CN(C(C)=O)C (N,N-dimethylacetamide). Reaction SMILES: [NH2:1][S:2]([C:5]1[CH:14]=[C:13]([NH:15][N:16]=[CH:17][C:18]([F:21])([F:20])[F:19])[CH:12]=[CH:11][C:6]=1[C:7]([O:9][CH3:10])=[O:8])(=[O:4])=[O:3].[CH3:22][O:23][C:24]1[CH:29]=[C:28]([O:30][CH3:31])[N:27]=[C:26]([NH:32][C:33](=O)[O:34]C2C=CC=CC=2)[N:25]=1.N12CCCN=C1CCCCC2.Cl>CN(C)C(=O)C>[CH3:31][O:30][C:28]1[CH:29]=[C:24]([O:23][CH3:22])[N:25]=[C:26]([NH:32][C:33]([NH:1][S:2]([C:5]2[CH:14]=[C:13]([NH:15][N:16]=[CH:17][C:18]([F:19])([F:20])[F:21])[CH:12]=[CH:11][C:6]=2[C:7]([O:9][CH3:10])=[O:8])(=[O:3])=[O:4])=[O:34])[N:27]=1. Product: COC1=NC(=NC(=C1)OC)NC(=O)NS(=O)(=O)C1=C(C(=O)OC)C=CC(=C1)NN=CC(F)(F)F (methyl 2-[(4,6-dimethoxypyrimidin-2-yl)aminocarbonylaminosulfonyl]-4-[(2,2,2-trifluoroethylidene)hydrazino]benzoate). Run at time 5 minute. The product is FC(C(=O)NNC(=O)N1C2=C(OC3=C(C1)C=CC=C3)C=CC(=C2)Cl)(C(C=2SC=CC2)O)F (8-chlorodibenz[b,f][1,4]oxazepine-10(11H)-carboxylic acid, 2-[2,2-difluoro-3-hydroxyl-1-oxo-3-(2-thienyl)propyl]hydrazide), product. Procedure details: 8-chlorodibenz[b,f][1,4]oxazepine-10(11H)-carboxylic acid, 2-[2,2-difluoro-3-hydroxyl-1-oxo-3-(2-thienyl)propyl]hydrazide (27) was prepared in the same manner as 8-chlorodibenz[b,f][1,4]-oxazepine-10(11H)-carboxylic acid, 2-[2,2-difluoro-3-hydroxy-1-oxo-3-(2-pyridinyl)propyl]hydrazide (11), as described above in Example 11, on a 0.9 mmol scale from α,α-difluoro-β-hydroxy-2-thiophenepropanoic acid, hydrazide (26), prepared as described above in Example 26, and 8-chlorodibenz[b,f][1,4]oxazepine-10... As a reaction SMILES: [F:1][C:2]([F:33])([CH:25]([OH:32])[C:26]1[CH:31]=[CH:30][CH:29]=CN=1)[C:3]([NH:5][NH:6][C:7]([N:9]1[CH2:15][C:14]2[CH:16]=[CH:17][CH:18]=[CH:19][C:13]=2[O:12][C:11]2[CH:20]=[CH:21][C:22]([Cl:24])=[CH:23][C:10]1=2)=[O:8])=[O:4].FC(F)(C(O)C1[S:42]C=CC=1)C(NN)=O.ClC1C=CC2OC3C=CC=CC=3CN(C(Cl)=O)C=2C=1>>[F:1][C:2]([F:33])([CH:25]([OH:32])[C:26]1[S:42][CH:29]=[CH:30][CH:31]=1)[C:3]([NH:5][NH:6][C:7]([N:9]1[CH2:15][C:14]2[CH:16]=[CH:17][CH:18]=[CH:19][C:13]=2[O:12][C:11]2[CH:20]=[CH:21][C:22]([Cl:24])=[CH:23][C:10]1=2)=[O:8])=[O:4]. Isolated yield 39.0%. The reactants are FC(C(=O)NNC(=O)N1C2=C(OC3=C(C1)C=CC=C3)C=CC(=C2)Cl)(C(C2=NC=CC=C2)O)F (8-chlorodibenz[b,f][1,4]oxazepine-10(11H)-carboxylic acid, 2-[2,2-difluoro-3-hydroxy-1-oxo-3-(2-pyridinyl)propyl]hydrazide), ClC1=CC2=C(OC3=C(CN2C(=O)Cl)C=CC=C3)C=C1 (8-chlorodibenz[b,f][1,4]-oxazepine-10(11H)-carbonyl chloride), FC(C(=O)NN)(C(C=1SC=CC1)O)F (α,α-difluoro-β-hydroxy-2-thiophenepropanoic acid, hydrazide). The reactants are OC=1C=2N(C3=C(N1)C(=NN3C)C)N=CC2C(=O)OCC (5-hydroxy-1,3-dimethyl-1H-dipyrazolo[1,5-a:4',3'-e]pyrazine-6-carboxylic acid, ethyl ester), P(=O)(Cl)(Cl)Cl (phosphorus oxychloride). The solvent is CN(C=O)C (dimethylformamide). Product: ClC=1C=2N(C3=C(N1)C(=NN3C)C)N=CC2C(=O)OCC (5-Chloro-1,3-dimethyl-1H-dipyrazolo[1,5-a:4',3'-e]pyrazine-6-carboxylic acid, ethyl ester). Reaction SMILES: O[C:2]1[C:3]2[N:4]([N:13]=[CH:14][C:15]=2[C:16]([O:18][CH2:19][CH3:20])=[O:17])[C:5]2[N:10]([CH3:11])[N:9]=[C:8]([CH3:12])[C:6]=2[N:7]=1.P(Cl)(Cl)([Cl:23])=O>CN(C)C=O>[Cl:23][C:2]1[C:3]2[N:4]([N:13]=[CH:14][C:15]=2[C:16]([O:18][CH2:19][CH3:20])=[O:17])[C:5]2[N:10]([CH3:11])[N:9]=[C:8]([CH3:12])[C:6]=2[N:7]=1. Procedure details: 92.5 gms. of 5-hydroxy-1,3-dimethyl-1H-dipyrazolo[1,5-a:4',3'-e]pyrazine-6-carboxylic acid, ethyl ester, together with 300 ml. of phosphorus oxychloride and 3 ml. of dimethylformamide are refluxed for 5 hours. After distilling off the phosphorus oxychloride, the reaction mixture is poured onto ice and the crude 5-chloro-1,3-dimethyl-1H-dipyrazolo[1,5-a:4',3'-e]pyrazine-6-carboxylic acid ethyl ester, is filtered under suction, then recrystallized from acetone, yield 83 gms. of white crystals, m.p... Reactants: C(C)(=O)OCC (Ethyl acetate), C(C)(C)N(C(C)C)CC (N,N-diisopropylethylamine), O(C1=CC=CC=C1)P(=O)(OC1=CC=CC=C1)OC=1[C@@H]([C@@H]2N(C1C(=O)OCC=C)C([C@@H]2[C@@H](C)O)=O)C (allyl (1R,5S,6S)-2-diphenoxyphosphoryloxy-6-[(R)-1-hydroxyethyl]-1-methyl-1-carbapen-2-em-3-carboxylate), C(C=C)OC(=O)N1[C@@H](C[C@@H](C1)S)CC1C(NCC1)=O ((2R,4S)-N-allyloxycarbonyl-4-mercapto-2-(2-pyrrolidon-3ylmethyl)pyrrolidine). Run in C(C)#N (acetonitrile). Conditions: temperature 5 celsius, time 16 hour. Yields the product C(C=C)OC(=O)N1[C@@H](C[C@@H](C1)SC=1[C@@H]([C@H]2N(C1C(=O)OCC=C)C([C@@H]2[C@@H](C)O)=O)C)CC2C(NCC2)=O (allyl (1R,5S,6S)-2-[(2R, 4S)-N-allyloxycarbonyl-2-(2-pyrrolidon-3-ylmethyl)pyrrolidin-4-ylthio]-6-[(R)-1-hydroxyethyl]-1-methyl-1-carbapen-2-em-3-carboxylate). Isolated yield 51.8%. Reaction SMILES: C(N(CC)C(C)C)(C)C.O(P(O[C:27]1[C@H:28]([CH3:44])[C@H:29]2[C@@H:39]([C@H:40]([OH:42])[CH3:41])[C:38](=[O:43])[N:30]2[C:31]=1[C:32]([O:34][CH2:35][CH:36]=[CH2:37])=[O:33])(OC1C=CC=CC=1)=O)C1C=CC=CC=1.[CH2:45]([O:48][C:49]([N:51]1[CH2:55][C@@H:54]([SH:56])[CH2:53][C@H:52]1[CH2:57][CH:58]1[CH2:62][CH2:61][NH:60][C:59]1=[O:63])=[O:50])[CH:46]=[CH2:47].C(OCC)(=O)C>C(#N)C>[CH2:45]([O:48][C:49]([N:51]1[CH2:55][C@@H:54]([S:56][C:27]2[C@H:28]([CH3:44])[C@@H:29]3[C@@H:39]([C@H:40]([OH:42])[CH3:41])[C:38](=[O:43])[N:30]3[C:31]=2[C:32]([O:34][CH2:35][CH:36]=[CH2:37])=[O:33])[CH2:53][C@H:52]1[CH2:57][CH:58]1[CH2:62][CH2:61][NH:60][C:59]1=[O:63])=[O:50])[CH:46]=[CH2:47]. Procedure: N,N-diisopropylethylamine (0.26 ml, 1.52 mmol) was dropwise added to a solution of allyl (1R,5S,6S)-2-diphenoxyphosphoryloxy-6-[(R)-1-hydroxyethyl]-1-methyl-1-carbapen-2-em-3-carboxylate (759 mg, 1.52 mmol) and (2R,4S)-N-allyloxycarbonyl-4-mercapto-2-(2-pyrrolidon-3ylmethyl)pyrrolidine (432 mg, 1.52 mmol) in acetonitrile (11 ml) at -40° C. The reaction solution mixture was stirred at the same temperature for 3 hours and further at 5° C. for 16 hours. Ethyl acetate (60 ml) was added to the reacti... The reactants are ClCCl, [Na+], O=C([O-])O, COC(=O)c1cccc(-c2cnc(C(O)CCc3ccc(Oc4ccccc4)cc3)o2)n1. Yields the product COC(=O)c1cccc(-c2cnc(C(=O)CCc3ccc(Oc4ccccc4)cc3)o2)n1. RXN SMILES: [Cl:38][CH2:39][Cl:40].[Na+:37].[O-:33][C:34]([OH:35])=[O:36].[OH:1][CH:2]([CH2:3][CH2:4][c:5]1[cH:6][cH:7][c:8]([O:11][c:12]2[cH:13][cH:14][cH:15][cH:16][cH:17]2)[cH:9][cH:10]1)[c:18]1[o:19][c:20](-[c:23]2[cH:24][cH:25][cH:26][c:27]([C:29](=[O:30])[O:31][CH3:32])[n:28]2)[cH:21][n:22]1>>[O:1]=[C:2]([CH2:3][CH2:4][c:5]1[cH:6][cH:7][c:8]([O:11][c:12]2[cH:13][cH:14][cH:15][cH:16][cH:17]2)[cH:9][cH:10]1)[c:18]1[o:19][c:20](-[c:23]2[cH:24][cH:25][cH:26][c:27]([C:29](=[O:30])[O:31][CH3:32])[n:28]2)[cH:21][n:22]1. Starting materials: C(C)OC(=O)C1=NN(C(=C1)O)C1=CC=C(C=C1)C(F)(F)F (5-Hydroxy-1-(4-trifluoromethyl-phenyl)-1H-pyrazole-3-carboxylic acid ethyl ester), [Li+].[OH-] (LiOH), [OH-].[Na+] (NaOH), ester. Solvent: C1CCOC1 (THF), O (water). Yields the product OC1=CC(=NN1C1=CC=C(C=C1)C(F)(F)F)C(=O)O (5-Hydroxy-1-(4-trifluoromethyl-phenyl)-1H-pyrazole-3-carboxylic acid). RXN SMILES: C([O:3][C:4]([C:6]1[CH:10]=[C:9]([OH:11])[N:8]([C:12]2[CH:17]=[CH:16][C:15]([C:18]([F:21])([F:20])[F:19])=[CH:14][CH:13]=2)[N:7]=1)=[O:5])C.[Li+].[OH-].[OH-].[Na+]>C1COCC1.O>[OH:11][C:9]1[N:8]([C:12]2[CH:13]=[CH:14][C:15]([C:18]([F:21])([F:20])[F:19])=[CH:16][CH:17]=2)[N:7]=[C:6]([C:4]([OH:5])=[O:3])[CH:10]=1 |f:1.2,3.4|. Procedure: To a solution of 4.00 g 5-Hydroxy-1-(4-trifluoromethyl-phenyl)-1H-pyrazole-3-carboxylic acid ethyl ester in 20 ml THF and 6 ml water were added 480 mg LiOH. After 12 h additional 2 ml 2 N NaOH were added to complete ester hydrolysis. The organic solvent was removed in vacuo, the aqueous phase extracted once with ethyl acetate and the aqueous phase acidified with 6 M HCl. The suspension obtained was filtered and the filtrate saturated with NaCl before being extracted with ethyl acetate. The resid... Starting materials: [BH3-]C#N.[Na+] (NaBH3CN), C(C1=CC=CC=C1)=O (benzaldehyde), ClC=1C=C(N)C=C(C1)Cl (3,5-dichloroaniline), CC(=O)O (HOAc). Run in CO (MeOH). Conditions: temperature 0 celsius, time 0.3 hour. Product: C(C1=CC=CC=C1)NC1=CC(=CC(=C1)Cl)Cl (N-benzyl-3,5-dichloroaniline). RXN SMILES: [CH:1](=O)[C:2]1[CH:7]=[CH:6][CH:5]=[CH:4][CH:3]=1.[Cl:9][C:10]1[CH:11]=[C:12]([CH:14]=[C:15]([Cl:17])[CH:16]=1)[NH2:13].CC(O)=O.[BH3-]C#N.[Na+]>CO>[CH2:1]([NH:13][C:12]1[CH:11]=[C:10]([Cl:9])[CH:16]=[C:15]([Cl:17])[CH:14]=1)[C:2]1[CH:7]=[CH:6][CH:5]=[CH:4][CH:3]=1 |f:3.4|. Procedure details: A mixture of benzaldehyde (1.04 g, 9.40 mmol), 3,5-dichloroaniline (1.71 g, 10.60 mmol), and HOAc (0.20 mL) in MeOH (35 mL) was cooled to 0° C. Then a solution of NaBH3CN (28.0 mL, 28.0 mmol, 1.0 M solution in THF) was added dropwise via a syringe pump over 0.25 h. The solution was allowed to stir an additional 0.3 h at 0° C., and then room temperature for 18 h. The excess NaBH3CN was quenched with HCl and the solvent was removed under reduced pressure. The resulting oil was dissolved in EtOAc/H...